Dataset: the Open Reaction Database (ORD), a public repository of structured organic reaction records. Task: describe an organic reaction: reactants, conditions, products, and yield The reactants are O=Cc1ccc2c(cnn2Cc2ccc(Cl)cc2C(F)(F)F)c1, O=C1CSC(=S)N1, O=Cc1ccc2[nH]ncc2c1. The product is O=C1NC(=S)SC1=Cc1ccc2c(cnn2Cc2ccc(Cl)cc2C(F)(F)F)c1. Reaction SMILES: [Cl:1][c:2]1[cH:3][c:4]([C:20]([F:21])([F:22])[F:23])[c:5]([CH2:6][n:7]2[n:8][cH:9][c:10]3[cH:11][c:12]([CH:16]=[O:17])[cH:13][cH:14][c:15]23)[cH:18][cH:19]1.[S:35]=[C:36]1[S:37][CH2:38][C:39](=[O:41])[NH:40]1.[nH:24]1[c:25]2[c:26]([cH:27][c:28]([CH:29]=[O:30])[cH:31][cH:32]2)[cH:33][n:34]1>>[Cl:1][c:2]1[cH:3][c:4]([C:20]([F:21])([F:22])[F:23])[c:5]([CH2:6][n:7]2[n:8][cH:9][c:10]3[cH:11][c:12]([CH:16]=[C:38]4[S:37][C:36](=[S:35])[NH:40][C:39]4=[O:41])[cH:13][cH:14][c:15]23)[cH:18][cH:19]1. Reactants: OBO, Brc1ccccc1, COc1ccccc1CNC1CCC(N(C)C(=O)OC(C)(C)C)CC1. The product is COc1ccc(-c2ccccc2)cc1CNC1CCC(N(C)C(=O)OC(C)(C)C)CC1. Reaction SMILES: [BH:1]([OH:2])[OH:3].[Br:29][c:30]1[cH:31][cH:32][cH:33][cH:34][cH:35]1.[C:4](=[O:5])([O:6][C:7]([CH3:8])([CH3:9])[CH3:10])[N:11]([CH:12]1[CH2:13][CH2:14][CH:15]([NH:18][CH2:19][c:20]2[cH:21][cH:22][cH:23][cH:24][c:25]2[O:26][CH3:27])[CH2:16][CH2:17]1)[CH3:28]>>[C:4](=[O:5])([O:6][C:7]([CH3:8])([CH3:9])[CH3:10])[N:11]([CH:12]1[CH2:13][CH2:14][CH:15]([NH:18][CH2:19][c:20]2[cH:21][c:22](-[c:30]3[cH:31][cH:32][cH:33][cH:34][cH:35]3)[cH:23][cH:24][c:25]2[O:26][CH3:27])[CH2:16][CH2:17]1)[CH3:28]. Reactants: CC1NCCNC1 (2-methylpiperazine), CC(=O)O (AcOH), O (Water), ClC(=O)OCC (ethyl chloroformate). Solvent: CO (MeOH). Reaction conditions: temperature 0 celsius, time 8 hour. Yields the product C(C)OC(=O)N1CC(NCC1)C (3-methyl-piperazine-1-carboxylic acid ethyl ester). Reaction SMILES: [CH3:1][CH:2]1[CH2:7][NH:6][CH2:5][CH2:4][NH:3]1.CC(O)=O.Cl[C:13]([O:15][CH2:16][CH3:17])=[O:14].O>CO>[CH2:16]([O:15][C:13]([N:6]1[CH2:5][CH2:4][NH:3][CH:2]([CH3:1])[CH2:7]1)=[O:14])[CH3:17]. Procedure details: To a solution of 2-methylpiperazine (1 g) in MeOH (12 ml) was added AcOH (1.8 ml). The mixture was cooled down to 0° C., ethyl chloroformate (0.95 ml) was added over a 60 min period. The mixture was allowed to warm to RT and was stirred overnight. Water was added and MeOH was evaporated off. The residue was extracted with toluene and the org. layers were washed with water. The combined aq. layers were basified to pH 14 with an aq. NaOH (2 M) solution and extracted with toluene. The combined org.... The reactants are CC(C)CN, O=C(O)c1cc2nc(-c3cccc4[nH]ncc34)nc(N3CCOCC3)c2s1. Yields the product CC(C)CNC(=O)c1cc2nc(-c3cccc4[nH]ncc34)nc(N3CCOCC3)c2s1. As a reaction SMILES: [CH3:28][CH:29]([CH2:30][NH2:31])[CH3:32].[nH:1]1[n:2][cH:3][c:4]2[c:5](-[c:10]3[n:11][c:12]([N:22]4[CH2:23][CH2:24][O:25][CH2:26][CH2:27]4)[c:13]4[c:14]([n:15]3)[cH:16][c:17]([C:19](=[O:20])[OH:21])[s:18]4)[cH:6][cH:7][cH:8][c:9]12>>[nH:1]1[n:2][cH:3][c:4]2[c:5](-[c:10]3[n:11][c:12]([N:22]4[CH2:23][CH2:24][O:25][CH2:26][CH2:27]4)[c:13]4[c:14]([n:15]3)[cH:16][c:17]([C:19](=[O:21])[NH:31][CH2:30][CH:29]([CH3:28])[CH3:32])[s:18]4)[cH:6][cH:7][cH:8][c:9]12. Reactants: ClC1=CC=C(S1)C(O)(C=1N(C=NC1)C)C=1C=C2C(=CC(=NC2=CC1)OC)C1=CC(=CC=C1)OC ((5-chloro-thiophen-2-y)-[4-(3-methoxy-phenyl)-2-methoxy-quinolin-6-yl]-(3-methyl-3H-imidazol-4-yl)-methanol), Cl (HCl). The solvent is C1CCOC1 (THF). The product is ClC1=CC=C(S1)C(C=1C=C2C(CC(NC2=CC1)=O)C1=CC(=CC=C1)OC)(C=1N(C=NC1)C)O (6-[(5-Chloro-thiophen-2-yl)-hydroxy-(3-methyl-3H-imidazol-4-yl)-methyl]-4-(3-methoxy-phenyl)-4H-quinolin-2-one). Yield: 99.7%. Reaction SMILES: [Cl:1][C:2]1[S:6][C:5]([C:7]([C:15]2[CH:16]=[C:17]3[C:22](=[CH:23][CH:24]=2)[N:21]=[C:20]([O:25]C)[CH:19]=[C:18]3[C:27]2[CH:32]=[CH:31][CH:30]=[C:29]([O:33][CH3:34])[CH:28]=2)([C:9]2[N:10]([CH3:14])[CH:11]=[N:12][CH:13]=2)[OH:8])=[CH:4][CH:3]=1.Cl>C1COCC1>[Cl:1][C:2]1[S:6][C:5]([C:7]([OH:8])([C:9]2[N:10]([CH3:14])[CH:11]=[N:12][CH:13]=2)[C:15]2[CH:16]=[C:17]3[C:22](=[CH:23][CH:24]=2)[NH:21][C:20](=[O:25])[CH2:19][CH:18]3[C:27]2[CH:32]=[CH:31][CH:30]=[C:29]([O:33][CH3:34])[CH:28]=2)=[CH:4][CH:3]=1. Procedure: Following the same procedure as described in example 1F (5-chloro-thiophen-2-y)-[4-(3-methoxy-phenyl)-2-methoxy-quinolin-6-yl]-(3-methyl-3H-imidazol-4-yl)-methanol (1.14 g, 2.34 mmol) was treated with HCl in aqueous THF to yield the title compound of 31B (1.12 g, 100% yield). The reactants are [OH-].[Na+] (sodium hydroxide), OS(=O)(=O)C(F)(F)F (triflic acid), C1C=CC2C1C3CC2C=C3 (dicyclopentadiene), CN1C(CCC1)=O (N-methyl pyrrolidone), C1C=CC2C1C3CC2C=C3 (dicyclopentadiene), 270. Solvent: O (water), C1(=CC=CC=C1)O (phenol), C1(=CC=CC=C1)O (Phenol), C1(=CC=CC=C1)O (phenol), O (water), C1(=CC=CC=C1)O (phenol), C1(=CC=CC=C1)O (phenol). Conditions: temperature 45 celsius. Yields the product C1C=CC2C1C3CC2C=C3.C1(=CC=CC=C1)O (Dicyclopentadiene Phenol). RXN SMILES: OS(C(F)(F)F)(=O)=O.CN1[CH2:14][CH2:13][CH2:12][C:11]1=[O:15].[CH2:16]1[CH:20]2[CH:21]3[CH:25]=[CH:24][CH:23]([CH:19]2[CH:18]=[CH:17]1)[CH2:22]3.[OH-].[Na+]>C1(O)C=CC=CC=1.O>[CH2:16]1[CH:20]2[CH:21]3[CH:25]=[CH:24][CH:23]([CH:19]2[CH:18]=[CH:17]1)[CH2:22]3.[C:11]1([OH:15])[CH:17]=[CH:16][CH:14]=[CH:13][CH:12]=1 |f:3.4,7.8|. Procedure: A multi-neck 1 liter flask to be fitted with condenser, overhead stirrer and thermometer was charged with: 414 g of phenol (4.4 moles which contained 0.04% water); 2.08 g of 10% triflic acid in phenol; and 0.2g of N-methyl pyrrolidone. This reaction mixture was heated to 45° C. at which time 262 g of dicyclopentadiene (1.98 moles of Ultrene 97) was added over 2 hours while maintaining 45° C.±0.5° C. The reaction was maintained at 45° C. for an additional 4 hours whereupon catalyst was neutralize... Run in C(C)O (ethanol). Reactants: CN1C2CC(CC1CC2)(O)C2=CC=CC=C2 (8-methyl-3-phenyl-8-azabicyclo[3.2.1]octan-3-ol), C(C)(=O)O (acetic acid), Cl (hydrochloric acid), C(CC(=O)O)(=O)O (malonic acid). Isolated yield 100.0%. Procedure: The title compound was prepared from 8-methyl-3-phenyl-8-azabicyclo[3.2.1]octan-3-ol (8 g, 37 mmol), glacial acetic acid (25 mL) and concentrated hydrochloric acid (8 mL). The free base of the title compound (7.4 g, 37 mmol) was dissolved in absolute ethanol (20 mL) and added malonic acid (3.9 g, 37.5 mmol), the solution was heated at reflux for a couple of minutes, some impurities was removed by filtration while the solution was still hot, the solution was cooled and kept at 5° C. for at while,... Product: C(CC(=O)O)(=O)O.CN1C2C=C(CC1CC2)C2=CC=CC=C2 ((±)-8-Methyl-3-phenyl-8-azabicyclo[3.2.1]oct-2-ene Malonate). Run at time 2 hour. RXN SMILES: [CH3:1][N:2]1[CH:7]2[CH2:8][CH2:9][CH:3]1[CH2:4][C:5]([C:11]1[CH:16]=[CH:15][CH:14]=[CH:13][CH:12]=1)(O)[CH2:6]2.C(O)(=O)C.Cl.[C:22]([OH:28])(=[O:27])[CH2:23][C:24]([OH:26])=[O:25]>C(O)C>[C:22]([OH:28])(=[O:27])[CH2:23][C:24]([OH:26])=[O:25].[CH3:1][N:2]1[CH:7]2[CH2:8][CH2:9][CH:3]1[CH:4]=[C:5]([C:11]1[CH:12]=[CH:13][CH:14]=[CH:15][CH:16]=1)[CH2:6]2 |f:5.6|. Reactants: NCC1CCCCC1, Nc1ccccc1F, O=C(O)c1ccccc1CN1C(=O)C2(COc3cc4c(cc32)CCO4)c2ccccc21, O=C(O)c1cccc(CN2C(=O)C3(COc4cc5c(cc43)CCO5)c3ccccc32)c1. The product is O=C(Nc1ccccc1F)c1ccccc1CN1C(=O)C2(COc3cc4c(cc32)CCO4)c2ccccc21. RXN SMILES: [CH:9]1([CH2:10][NH2:11])[CH2:12][CH2:13][CH2:14][CH2:15][CH2:16]1.[NH2:1][c:2]1[cH:3][cH:4][cH:5][cH:6][c:7]1[F:8].[O:17]=[C:18]1[N:19]([CH2:38][c:39]2[c:40]([C:41](=[O:42])[OH:43])[cH:44][cH:45][cH:46][cH:47]2)[c:20]2[cH:21][cH:22][cH:23][cH:24][c:25]2[C:26]12[c:27]1[c:28]([cH:31][c:32]3[c:36]([cH:37]1)[CH2:35][CH2:34][O:33]3)[O:29][CH2:30]2.[O:48]=[C:49]1[C:50]2([CH2:51][O:52][c:53]3[cH:54][c:55]4[c:56]([cH:57][c:58]32)[CH2:59][CH2:60][O:61]4)[c:62]2[c:63]([cH:64][cH:65][cH:66][cH:67]2)[N:68]1[CH2:69][c:70]1[cH:71][c:72]([C:76]([OH:77])=[O:78])[cH:73][cH:74][cH:75]1>>[NH:1]([c:2]1[cH:3][cH:4][cH:5][cH:6][c:7]1[F:8])[C:41]([c:40]1[c:39]([CH2:38][N:19]2[C:18](=[O:17])[C:26]3([c:25]4[c:20]2[cH:21][cH:22][cH:23][cH:24]4)[c:27]2[c:28]([cH:31][c:32]4[c:36]([cH:37]2)[CH2:35][CH2:34][O:33]4)[O:29][CH2:30]3)[cH:47][cH:46][cH:45][cH:44]1)=[O:42]. The reactants are OCC1CCC(F)(F)CC1, Cc1ccc(S(=O)(=O)Cl)cc1, c1ccncc1. Product: Cc1ccc(S(=O)(=O)OCC2CCC(F)(F)CC2)cc1. Reaction SMILES: [F:1][C:2]1([F:10])[CH2:3][CH2:4][CH:5]([CH2:8][OH:9])[CH2:6][CH2:7]1.[c:11]1([CH3:21])[cH:12][cH:13][c:14]([S:17](=[O:18])(=[O:19])[Cl:20])[cH:15][cH:16]1.[cH:22]1[cH:23][cH:24][n:25][cH:26][cH:27]1>>[F:1][C:2]1([F:10])[CH2:3][CH2:4][CH:5]([CH2:8][O:9][S:17]([c:14]2[cH:13][cH:12][c:11]([CH3:21])[cH:16][cH:15]2)(=[O:18])=[O:19])[CH2:6][CH2:7]1. Reactants: COC1=CC(=CC=2C(C3=CC=CC(=C3C(C12)=O)OC)=O)C(=O)O (9,10-dihydro-4,5-dimethoxy-9,10-dioxoanthracene-2-carboxylic acid), CN1CCOCC1 (N-methyl morpholine), C(C(C)C)OC(=O)Cl (isobutylchloroformate), Br.CNOCC1=CC=CC=C1 (N-methyl O-benzylhydroxylamine hydrobromide). Run in O1CCCC1 (tetrahydrofuran), O1CCCC1 (tetrahydrofuran). Run at temperature -15 celsius, time 1 hour. Product: C(C1=CC=CC=C1)ON(C(=O)C1=CC=2C(C3=CC=CC(=C3C(C2C(=C1)OC)=O)OC)=O)C (N-Benzyloxy-9,10-dihydro-4,5-dimethoxy-9,10-dioxo-N-methyl-anthracene-2-carboxamide). As a reaction SMILES: [CH3:1][O:2][C:3]1[C:16]2[C:15](=[O:17])[C:14]3[C:9](=CC=[CH:12][C:13]=3OC)[C:8](=[O:20])[C:7]=2[CH:6]=[C:5]([C:21]([OH:23])=O)[CH:4]=1.CN1[CH2:30][CH2:29][O:28][CH2:27]C1.C(OC(Cl)=O)C(C)C.Br.[CH3:40][NH:41][O:42][CH2:43][C:44]1[CH:49]=[CH:48][CH:47]=[CH:46][CH:45]=1>O1CCCC1>[CH2:43]([O:42][N:41]([CH3:40])[C:21]([C:5]1[CH:4]=[C:3]([O:2][CH3:1])[C:16]2[C:15](=[O:17])[C:30]3[C:9](=[CH:14][CH:13]=[CH:12][C:29]=3[O:28][CH3:27])[C:8](=[O:20])[C:7]=2[CH:6]=1)=[O:23])[C:44]1[CH:49]=[CH:48][CH:47]=[CH:46][CH:45]=1 |f:3.4|. Procedure details: To a stirred solution of 9,10-dihydro-4,5-dimethoxy-9,10-dioxoanthracene-2-carboxylic acid (2.00 g) in tetrahydrofuran (900 ml) at room temperature under nitrogen was added N-methyl morpholine (1.36 g) dropwise. The solution was then cooled to -15° C. and a solution of isobutylchloroformate (0.92 g) in tetrahydrofuran (5 ml) added during 5 minutes. The clear solution became cloudy. The mixture was stirred at -15° C. for 1 hour. To this was added portionwise over 5 minutes N-methyl O-benzylhydrox...